Dataset: the Open Reaction Database (ORD), a public repository of structured organic reaction records. Task: describe an organic reaction: reactants, conditions, products, and yield The reactants are O=C1COC2=C1C=CC=C2CN2CCN(CC2)C(=O)OC(C)(C)C (tert-butyl 4-[(3-oxo-2,3-dihydrobenzofuran-7-yl)methyl]piperazine-1-carboxylate), N1N=C(C=2C1=NC=CC2)C=O (1H-pyrazolo[3,4-b]pyridine-3-carboxaldehyde). The reagents and catalysts are N1CCCCC1 (piperidine). The solvent is CO (methanol). Conditions: temperature 60 celsius, time 2 hour. Product: N1N=C(C=2C1=NC=CC2)\C=C\2/OC1=C(C2=O)C=CC=C1CN1CCN(CC1)C(=O)OC(C)(C)C (tert-butyl (Z)-4-({2-[(1H-pyrazolo[3,4-b]pyridin-3-yl)methylene]-3-oxo-2,3-dihydrobenzofuran-7-yl}methyl)piperazine-1-carboxylate). The yield is 47.6%. RXN SMILES: [O:1]=[C:2]1[C:6]2[CH:7]=[CH:8][CH:9]=[C:10]([CH2:11][N:12]3[CH2:17][CH2:16][N:15]([C:18]([O:20][C:21]([CH3:24])([CH3:23])[CH3:22])=[O:19])[CH2:14][CH2:13]3)[C:5]=2[O:4][CH2:3]1.[NH:25]1[C:29]2=[N:30][CH:31]=[CH:32][CH:33]=[C:28]2[C:27]([CH:34]=O)=[N:26]1>CO.N1CCCCC1>[NH:25]1[C:29]2=[N:30][CH:31]=[CH:32][CH:33]=[C:28]2[C:27](/[CH:34]=[C:3]2\[O:4][C:5]3[C:10]([CH2:11][N:12]4[CH2:13][CH2:14][N:15]([C:18]([O:20][C:21]([CH3:24])([CH3:23])[CH3:22])=[O:19])[CH2:16][CH2:17]4)=[CH:9][CH:8]=[CH:7][C:6]=3[C:2]\2=[O:1])=[N:26]1. Reported procedure: A solution of tert-butyl 4-[(3-oxo-2,3-dihydrobenzofuran-7-yl)methyl]piperazine-1-carboxylate (0.0442 g, 0.133 mmol) synthesized in Example B45, Step 3 in methanol (3 mL) was added with 1H-pyrazolo[3,4-b]pyridine-3-carboxaldehyde (0.0206 g, 0.140 mmol) and piperidine (7 drops), and the mixture was stirred at 60° C. for 2 hours. The reaction mixture was concentrated, and the resulting residue was purified by silica gel column chromatography (chloroform/methanol) to obtain tert-butyl (Z)-4-({2-[(1... The reactants are B, COc1cc2nccc(Oc3ccc(NC(=O)COc4cccc(C)c4)cc3C)c2cc1OC, Cl, [Na+], C1CCOC1, C1CCOC1, [OH-]. Yields the product COc1cc2nccc(Oc3ccc(NCCOc4cccc(C)c4)cc3C)c2cc1OC. Reaction SMILES: [BH3:40].[CH3:1][O:2][c:3]1[cH:4][c:5]2[c:6]([O:15][c:16]3[c:17]([CH3:34])[cH:18][c:19]([NH:22][C:23]([CH2:24][O:25][c:26]4[cH:27][c:28]([CH3:32])[cH:29][cH:30][cH:31]4)=[O:33])[cH:20][cH:21]3)[cH:7][cH:8][n:9][c:10]2[cH:11][c:12]1[O:13][CH3:14].[ClH:41].[Na+:43].[O:35]1[CH2:36][CH2:37][CH2:38][CH2:39]1.[O:44]1[CH2:45][CH2:46][CH2:47][CH2:48]1.[OH-:42]>>[CH3:1][O:2][c:3]1[cH:4][c:5]2[c:6]([O:15][c:16]3[c:17]([CH3:34])[cH:18][c:19]([NH:22][CH2:23][CH2:24][O:25][c:26]4[cH:27][c:28]([CH3:32])[cH:29][cH:30][cH:31]4)[cH:20][cH:21]3)[cH:7][cH:8][n:9][c:10]2[cH:11][c:12]1[O:13][CH3:14]. Starting materials: FC=1C=C(C(=O)CNC2=C(C=CC(=C2)OC)C2CC=3C=CC(=CC3CC2)OC(C(C)(C)C)=O)C=CC1O (pivalic acid 6-{2-[(3-fluoro-4-hydroxybenzoyl)methylamino]-4-methoxyphenyl}-5,6,7,8-tetrahydronaphthalen-2-yl ester), N1(CCCCCC1)C(CCl)=O (1-azepan-1-yl-2-chloroethanone). The product is N1(CCCCCC1)CCOC1=C(C=C(CCNC2=C(C=CC(=C2)OC)C2CC=3C=CC(=CC3CC2)O)C=C1)F (6-{2-{[4-(2-Azepan-1-ylethoxy)-3-fluorobenzyl]methylamino}-4-methoxyphenyl}-5,6,7,8-tetrahydronaphthalen-2-ol). Isolated yield 35.6%. As a reaction SMILES: [F:1][C:2]1[CH:3]=[C:4]([CH:34]=[CH:35][C:36]=1[OH:37])[C:5]([CH2:7][NH:8][C:9]1[CH:14]=[C:13]([O:15][CH3:16])[CH:12]=[CH:11][C:10]=1[CH:17]1[CH2:26][CH2:25][C:24]2[CH:23]=[C:22]([O:27]C(=O)C(C)(C)C)[CH:21]=[CH:20][C:19]=2[CH2:18]1)=O.[N:38]1([C:45](=O)[CH2:46]Cl)[CH2:44][CH2:43][CH2:42][CH2:41][CH2:40][CH2:39]1>>[N:38]1([CH2:45][CH2:46][O:37][C:36]2[CH:35]=[CH:34][C:4]([CH2:5][CH2:7][NH:8][C:9]3[CH:14]=[C:13]([O:15][CH3:16])[CH:12]=[CH:11][C:10]=3[CH:17]3[CH2:26][CH2:25][C:24]4[CH:23]=[C:22]([OH:27])[CH:21]=[CH:20][C:19]=4[CH2:18]3)=[CH:3][C:2]=2[F:1])[CH2:44][CH2:43][CH2:42][CH2:41][CH2:40][CH2:39]1. Reported procedure: Synthesized from pivalic acid 6-{2-[(3-fluoro-4-hydroxybenzoyl)methylamino]-4-methoxyphenyl}-5,6,7,8-tetrahydronaphthalen-2-yl ester (20 mg) and 1-azepan-1-yl-2-chloroethanone (14 mg) according to an analogous synthetic method to Example 404 and purified by LC-MS, the title compound (7.5 mg) was obtained. Starting materials: C=CCC(CNCCSc1c(C#N)cc2ccccc2c1C(=O)O)c1ccc(Cl)c(Cl)c1, CC#N, CCOC(C)=O, CCN(C(C)C)C(C)C, O=C1OCCN1P(=O)(Cl)N1CCOC1=O. The product is C=CCC(CN1CCSc2c(C#N)cc3ccccc3c2C1=O)c1ccc(Cl)c(Cl)c1. RXN SMILES: [C:1](#[N:2])[c:3]1[c:4]([S:16][CH2:17][CH2:18][NH:19][CH2:20][CH:21]([CH2:22][CH:23]=[CH2:24])[c:25]2[cH:26][c:27]([Cl:32])[c:28]([Cl:31])[cH:29][cH:30]2)[c:5]([C:13](=[O:14])[OH:15])[c:6]2[cH:7][cH:8][cH:9][cH:10][c:11]2[cH:12]1.[CH3:57][C:58]#[N:59].[CH3:60][CH2:61][O:62][C:63](=[O:64])[CH3:65].[CH:33]([N:34]([CH:35]([CH3:36])[CH3:37])[CH2:38][CH3:39])([CH3:40])[CH3:41].[O:42]=[C:43]1[N:44]([P:45]([Cl:46])([N:47]2[CH2:48][CH2:49][O:50][C:51]2=[O:52])=[O:53])[CH2:54][CH2:55][O:56]1>>[C:1](#[N:2])[c:3]1[c:4]2[c:5]([c:6]3[cH:7][cH:8][cH:9][cH:10][c:11]3[cH:12]1)[C:13](=[O:15])[N:19]([CH2:20][CH:21]([CH2:22][CH:23]=[CH2:24])[c:25]1[cH:26][c:27]([Cl:32])[c:28]([Cl:31])[cH:29][cH:30]1)[CH2:18][CH2:17][S:16]2. Starting materials: CC(C)(C)OC(=O)N1CCCC1COc1cncc(Br)c1, CC(C)(C)[O-], Cc1ccccc1, Clc1ccc(COCCC2CCNCC2)cc1, [Na+], O=C(C=Cc1ccccc1)C=Cc1ccccc1, O=C(C=Cc1ccccc1)C=Cc1ccccc1, O=C(C=Cc1ccccc1)C=Cc1ccccc1, [Pd], [Pd], CC1(C)c2cccc(P(c3ccccc3)c3ccccc3)c2Oc2c(P(c3ccccc3)c3ccccc3)cccc21. The product is CC(C)(C)OC(=O)N1CCCC1COc1cncc(N2CCC(CCOCc3ccc(Cl)cc3)CC2)c1. RXN SMILES: [Br:1][c:2]1[cH:3][n:4][cH:5][c:6]([O:8][CH2:9][CH:10]2[N:11]([C:15](=[O:16])[O:17][C:18]([CH3:19])([CH3:20])[CH3:21])[CH2:12][CH2:13][CH2:14]2)[cH:7]1.[CH3:39][C:40]([CH3:41])([O-:42])[CH3:43].[CH3:87][c:88]1[cH:89][cH:90][cH:91][cH:92][cH:93]1.[Cl:22][c:23]1[cH:24][cH:25][c:26]([CH2:27][O:28][CH2:29][CH2:30][CH:31]2[CH2:32][CH2:33][NH:34][CH2:35][CH2:36]2)[cH:37][cH:38]1.[Na+:44].[O:114]=[C:115]([CH:116]=[CH:117][c:118]1[cH:119][cH:120][cH:121][cH:122][cH:123]1)[CH:124]=[CH:125][c:126]1[cH:127][cH:128][cH:129][cH:130][cH:131]1.[O:132]=[C:133]([CH:134]=[CH:135][c:136]1[cH:137][cH:138][cH:139][cH:140][cH:141]1)[CH:142]=[CH:143][c:144]1[cH:145][cH:146][cH:147][cH:148][cH:149]1.[O:96]=[C:97]([CH:98]=[CH:99][c:100]1[cH:101][cH:102][cH:103][cH:104][cH:105]1)[CH:106]=[CH:107][c:108]1[cH:109][cH:110][cH:111][cH:112][cH:113]1.[Pd:94].[Pd:95].[c:45]1([P:46]([c:47]2[cH:48][cH:49][cH:50][cH:51][cH:52]2)[c:53]2[c:54]3[c:78]([cH:79][cH:80][cH:81]2)[C:75]([CH3:76])([CH3:77])[c:57]2[c:56]([c:61]([P:62]([c:63]4[cH:64][cH:65][cH:66][cH:67][cH:68]4)[c:69]4[cH:70][cH:71][cH:72][cH:73][cH:74]4)[cH:60][cH:59][cH:58]2)[O:55]3)[cH:82][cH:83][cH:84][cH:85][cH:86]1>>[c:2]1([N:34]2[CH2:33][CH2:32][CH:31]([CH2:30][CH2:29][O:28][CH2:27][c:26]3[cH:25][cH:24][c:23]([Cl:22])[cH:38][cH:37]3)[CH2:36][CH2:35]2)[cH:3][n:4][cH:5][c:6]([O:8][CH2:9][CH:10]2[N:11]([C:15](=[O:16])[O:17][C:18]([CH3:19])([CH3:20])[CH3:21])[CH2:12][CH2:13][CH2:14]2)[cH:7]1. The reagents and catalysts are Cl[Pd]([P](C1=CC=CC=C1)(C2=CC=CC=C2)C3=CC=CC=C3)([P](C4=CC=CC=C4)(C5=CC=CC=C5)C6=CC=CC=C6)Cl (Bis(triphenylphosphine)palladium(II) dichloride), [Cu]I (copper(I) iodide). The reactants are FC(F)(F)SC1=C(C=CC=C1)I (2-trifluoromethylsulfanyliodobenzene), C1(CC1)C#C (cyclopropylacetylene). The yield is 76.8%. Yields the product C1(CC1)C#CC1=C(C=CC=C1)SC(F)(F)F (1-cyclopropylethynyl-2-trifluoromethylsulfanylbenzene). Reaction SMILES: [F:1][C:2]([S:5][C:6]1[CH:11]=[CH:10][CH:9]=[CH:8][C:7]=1I)([F:4])[F:3].[CH:13]1([C:16]#[CH:17])[CH2:15][CH2:14]1>C(N(CC)CC)C.Cl[Pd](Cl)([P](C1C=CC=CC=1)(C1C=CC=CC=1)C1C=CC=CC=1)[P](C1C=CC=CC=1)(C1C=CC=CC=1)C1C=CC=CC=1.[Cu]I>[CH:13]1([C:16]#[C:17][C:7]2[CH:8]=[CH:9][CH:10]=[CH:11][C:6]=2[S:5][C:2]([F:4])([F:3])[F:1])[CH2:15][CH2:14]1 |^1:27,46|. Procedure details: Bis(triphenylphosphine)palladium(II) dichloride ([(C6H5)3P]2PdCl2, 0.0518 g, 5 mol %), copper(I) iodide (0.0086 g, 3 mol %), and triethylamine (3 ml) were charged into a 25-ml round-bottomed flask equipped with a stirrer, and were suspended by stirring at room temperature. To the suspension, a solution obtained by dissolving 2-trifluoromethylsulfanyliodobenzene (1.08 g, 3.6 mmol) prepared in Reference Example 1 and cyclopropylacetylene (0.35 g, 5.3 mmol) in triethylamine (2 ml) was added dropwis... The solvent is C(C)N(CC)CC (triethylamine), C(C)N(CC)CC (triethylamine).